Dataset: the Open Reaction Database (ORD), a public repository of structured organic reaction records. Task: describe an organic reaction: reactants, conditions, products, and yield Reactants: [OH-].[Na+] (sodium hydroxide), C(#N)[BH3-].[Na+] (sodium cyanoborohydride), CC1=CC=C(C=2CCCNC12)C(=O)O (8-methyl-1,2,3,4-tetrahydroquinoline-5-carboxylic acid), C=O (paraformaldehyde). Run in C(C)(=O)O (acetic acid). Run at time 15 hour. Product: CN1CCCC=2C(=CC=C(C12)C)C(=O)O (1,8-Dimethyl-1,2,3,4-tetrahydroquinoline-5-carboxylic Acid). RXN SMILES: [C:1]([BH3-])#N.[Na+].[CH3:5][C:6]1[C:15]2[NH:14][CH2:13][CH2:12][CH2:11][C:10]=2[C:9]([C:16]([OH:18])=[O:17])=[CH:8][CH:7]=1.C=O.[OH-].[Na+]>C(O)(=O)C>[CH3:1][N:14]1[C:15]2[C:6]([CH3:5])=[CH:7][CH:8]=[C:9]([C:16]([OH:18])=[O:17])[C:10]=2[CH2:11][CH2:12][CH2:13]1 |f:0.1,4.5|. Reported procedure: 24 mmol of sodium cyanoborohydride w&e added to 5 mmol of 8-methyl-1,2,3,4-tetrahydroquinoline-5-carboxylic acid and 50 mmol of paraformaldehyde in 30 ml of glacial acetic acid, the temperature of the reaction mixture being kept below 30° C. using an ice bath. The reaction mixture was stirred at room temperature for 15 hours, poured onto ice and adjusted to pH 4 with aqueous sodium hydroxide solution. The mixture was then extracted with ethyl acetate and the organic phase was washed with water, ...